From a dataset of the Open Reaction Database (ORD), a public repository of structured organic reaction records. describe an organic reaction: reactants, conditions, products, and yield Reactants: C(CCCCCCCCCCCCCCC)OCC(C=C)O (1-(hexadecyloxy)-3-buten-2-ol), O (water), [H-].[Na+] (sodium hydride), C(C1=CC=CC=C1)Br (benzyl bromide). Run in CN(C=O)C (dimethylformamide), CN(C=O)C (dimethylformamide). The product is C(CCCCCCCCCCCCCCC)OCC(C=C)OCC1=CC=CC=C1 ([[[1-[(Hexadecyloxy)methyl]-2-propenyl]oxyl]methyl]benzene). Isolated yield 49.0%. RXN SMILES: [H-].[Na+].[CH2:3](Br)[C:4]1[CH:9]=[CH:8][CH:7]=[CH:6][CH:5]=1.[CH2:11]([O:27][CH2:28][CH:29]([OH:32])[CH:30]=[CH2:31])[CH2:12][CH2:13][CH2:14][CH2:15][CH2:16][CH2:17][CH2:18][CH2:19][CH2:20][CH2:21][CH2:22][CH2:23][CH2:24][CH2:25][CH3:26].O>CN(C)C=O>[CH2:11]([O:27][CH2:28][CH:29]([O:32][CH2:3][C:4]1[CH:9]=[CH:8][CH:7]=[CH:6][CH:5]=1)[CH:30]=[CH2:31])[CH2:12][CH2:13][CH2:14][CH2:15][CH2:16][CH2:17][CH2:18][CH2:19][CH2:20][CH2:21][CH2:22][CH2:23][CH2:24][CH2:25][CH3:26] |f:0.1|. Reported procedure: To stirred suspension of 3.35 g of 50% sodium hydride and 10.92 g of benzyl bromide in 75 ml of dimethylformamide was added a solution of 19 g of 1-(hexadecyloxy)-3-buten-2-ol in 75 ml of dimethylformamide. The mixture was stirred overnight, then water was added and the mixture was extracted with ether. The ether extract was dried over magnesium sulfate and activated charcoal and the solvent removed giving an oil. This oil was purified by HPLC [hexane: chloroform (8:1)] and the solvent removed g... The reactants are CCOC(=O)c1c(-c2ccccc2)c2ccc(C)cc2[nH]c1=O, O, O=S(=O)(O)O. The product is Cc1ccc2c3c(c(=O)[nH]c2c1)C(=O)c1ccccc1-3. As a reaction SMILES: [CH2:1]([O:3][C:4](=[O:2])[c:6]1[c:7](=[O:23])[nH:8][c:9]2[cH:10][c:11]([CH3:22])[cH:12][cH:13][c:14]2[c:15]1-[c:16]1[cH:17][cH:18][cH:19][cH:20][cH:21]1)[CH3:5].[OH2:29].[S:24](=[O:25])(=[O:26])([OH:27])[OH:28]>>[O:3]=[C:4]1[c:6]2[c:7](=[O:23])[nH:8][c:9]3[cH:10][c:11]([CH3:22])[cH:12][cH:13][c:14]3[c:15]2-[c:16]2[c:17]1[cH:18][cH:19][cH:20][cH:21]2.